This data is from the Open Reaction Database (ORD), a public repository of structured organic reaction records. The task is: describe an organic reaction: reactants, conditions, products, and yield The reactants are N[C@@H](CCN1CCC(CC1)C=1C=C(C=CC1)NC(C(C)C)=O)C1=CC=CC=C1 (N-(3-{1-[(3S)-3-amino-3-phenylpropyl]-4-piperidinyl}phenyl)-2-methylpropanamide), C(C1=CN=CC=C1)(=O)Cl (nicotinoyl chloride). The product is C(C(C)C)(=O)NC=1C=C(C=CC1)C1CCN(CC1)CC[C@@H](C1=CC=CC=C1)NC(C1=CN=CC=C1)=O (N-((1S)-3-{4-[3-(ISOBUTYRYLAMINO)PHENYL]-1-PIPERIDINYL}-1-PHENYLPROPYL)NICOTINAMIDE). RXN SMILES: [NH2:1][C@H:2]([C:23]1[CH:28]=[CH:27][CH:26]=[CH:25][CH:24]=1)[CH2:3][CH2:4][N:5]1[CH2:10][CH2:9][CH:8]([C:11]2[CH:12]=[C:13]([NH:17][C:18](=[O:22])[CH:19]([CH3:21])[CH3:20])[CH:14]=[CH:15][CH:16]=2)[CH2:7][CH2:6]1.[C:29](Cl)(=[O:36])[C:30]1[CH:35]=[CH:34][CH:33]=[N:32][CH:31]=1>>[C:18]([NH:17][C:13]1[CH:12]=[C:11]([CH:8]2[CH2:9][CH2:10][N:5]([CH2:4][CH2:3][C@H:2]([NH:1][C:29](=[O:36])[C:30]3[CH:35]=[CH:34][CH:33]=[N:32][CH:31]=3)[C:23]3[CH:24]=[CH:25][CH:26]=[CH:27][CH:28]=3)[CH2:6][CH2:7]2)[CH:16]=[CH:15][CH:14]=1)(=[O:22])[CH:19]([CH3:21])[CH3:20]. Reported procedure: Prepared by Procedure Q1 and Scheme AC using N-(3-{1-[(3S)-3-amino-3-phenylpropyl]-4-piperidinyl}phenyl)-2-methylpropanamide and nicotinoyl chloride: ESMS m/e: 485.3 (M+H)+. The reactants are ClC1=CC2=C(O[C@@H](O[C@H]2C2=C(C=CC=C2)F)C(=O)O)C=C1 (trans-6-chloro-4-(2-fluorophenyl)-1,3-benzodioxan-2-carboxylic acid), S(=O)(Cl)Cl (thionyl chloride), NC(C)C (2-aminopropane). The reagents and catalysts are CN(C)C=O (DMF). Conditions: time 16 hour. Yields the product ClC1=CC2=C(O[C@@H](O[C@H]2C2=C(C=CC=C2)F)C(=O)NC(C)C)C=C1 (trans-6-Chloro-4-(2-fluorophenyl)-N-(2-propyl)-1,3-benzodioxan-2-carboxamide). RXN SMILES: [Cl:1][C:2]1[CH:21]=[CH:20][C:5]2[O:6][C@H:7]([C:17]([OH:19])=O)[O:8][C@@H:9]([C:10]3[CH:15]=[CH:14][CH:13]=[CH:12][C:11]=3[F:16])[C:4]=2[CH:3]=1.S(Cl)(Cl)=O.[NH2:26][CH:27]([CH3:29])[CH3:28]>CN(C=O)C>[Cl:1][C:2]1[CH:21]=[CH:20][C:5]2[O:6][C@H:7]([C:17]([NH:26][CH:27]([CH3:29])[CH3:28])=[O:19])[O:8][C@@H:9]([C:10]3[CH:15]=[CH:14][CH:13]=[CH:12][C:11]=3[F:16])[C:4]=2[CH:3]=1. Procedure: A solution of 3.38 g (10.9 mmoles) of trans-6-chloro-4-(2-fluorophenyl)-1,3-benzodioxan-2-carboxylic acid, 10.0 ml (16.4 g, 137 mmoles) of thionyl chloride, and 5 drops of anhydrous DMF in 200 ml of anhydrous Ch2Cl2 was refluxed for 2 hours; the solvent and excess SOCl2 were removed under reduced pressure and the residue was flashed down with 3 portions of anhydrous benzene to remove traces of SOCl2. The acid chloride was redissolved in 100 ml of anhydrous CH2Cl2 and 5.57 ml (3.86 g, 65.4 mmoles... The reactants are N(=[N+]=[N-])[C@H]1CN(C2=CC=CC=C2C1)C(=O)OC ((R)-Methyl 3-azido-3,4-dihydroquinoline-1(2H)-carboxylate), C(=O)(C)O[Na] (AcONa), BrBr (Br2). Solvent: C(C)(=O)O (acetic acid). Run at temperature 25 celsius, time 1 hour. The product is N(=[N+]=[N-])[C@H]1CN(C2=CC=C(C=C2C1)Br)C(=O)OC ((R)-Methyl 3-azido-6-bromo-3,4-dihydroquinoline-1(2H)-carboxylate). The yield is 94.6%. RXN SMILES: [N:1]([C@@H:4]1[CH2:13][C:12]2[C:7](=[CH:8][CH:9]=[CH:10][CH:11]=2)[N:6]([C:14]([O:16][CH3:17])=[O:15])[CH2:5]1)=[N+:2]=[N-:3].C(O[Na])(C)=O.[Br:23]Br>C(O)(=O)C>[N:1]([C@@H:4]1[CH2:13][C:12]2[C:7](=[CH:8][CH:9]=[C:10]([Br:23])[CH:11]=2)[N:6]([C:14]([O:16][CH3:17])=[O:15])[CH2:5]1)=[N+:2]=[N-:3]. Procedure details: To a solution of azide 12 (120 mg, 0.52 mmol) in acetic acid (2 ml) were successively added anhydrous AcONa (212 mg, 1.9 mmol) and Br2 (0.3 mL, 0.52 mmol). The mixture was stirred at 25° C. for 1 h and then quenched with water (30 mL). The resulting solution was extracted with CH2Cl2 (2×30 mL). The combined organic layers were dried with anhydrous Na2SO4 and concentrated in vacuo. The residue was purified over column chromatography with petroleum ether/EtOAc (9:1 v/v) to give bromo azide 13 (153... The reactants are CCC1CN(C(=O)OC(C)(C)C)CCN1, CCSC1=NC(=O)C(=Cc2ccc3c(cnn3Cc3ccc(Cl)cc3C(F)(F)F)c2)S1. Yields the product CCC1CN(C(=O)OC(C)(C)C)CCN1C1=NC(=O)C(=Cc2ccc3c(cnn3Cc3ccc(Cl)cc3C(F)(F)F)c2)S1. As a reaction SMILES: [C:32]([CH3:33])([CH3:34])([CH3:35])[O:36][C:37](=[O:38])[N:39]1[CH2:40][CH:41]([CH2:45][CH3:46])[NH:42][CH2:43][CH2:44]1.[Cl:1][c:2]1[cH:3][c:4]([C:28]([F:29])([F:30])[F:31])[c:5]([CH2:6][n:7]2[n:8][cH:9][c:10]3[cH:11][c:12]([CH:16]=[C:17]4[C:18](=[O:25])[N:19]=[C:20]([S:22][CH2:23][CH3:24])[S:21]4)[cH:13][cH:14][c:15]23)[cH:26][cH:27]1>>[Cl:1][c:2]1[cH:3][c:4]([C:28]([F:29])([F:30])[F:31])[c:5]([CH2:6][n:7]2[n:8][cH:9][c:10]3[cH:11][c:12]([CH:16]=[C:17]4[C:18](=[O:25])[N:19]=[C:20]([N:42]5[CH:41]([CH2:45][CH3:46])[CH2:40][N:39]([C:37]([O:36][C:32]([CH3:33])([CH3:34])[CH3:35])=[O:38])[CH2:44][CH2:43]5)[S:21]4)[cH:13][cH:14][c:15]23)[cH:26][cH:27]1. Starting materials: ClCCl (Dichloromethane), C(C)(C)(C)OC(=O)N1CC(NCC1)C(N)=O ((RS)-1-(tert-butyloxycarbonyl)-3-carbamoylpiperazine), C(C1=CC=CC=C1)=O (benzaldehyde), C(C)(=O)O[BH-](OC(C)=O)OC(C)=O.[Na+] (Sodium triacetoxyborohydride). Solvent: ClCCCl (1,2-dichloroethane). Run at time 18 hour. Product: C(C1=CC=CC=C1)N1C(CN(CC1)C(=O)OC(C)(C)C)C(N)=O ((RS)-1-Benzyl-4-(tert-butyloxycarbonyl)-2-carbamoylpiperazine). Yield: 93.1%. Reaction SMILES: [C:1]([O:5][C:6]([N:8]1[CH2:13][CH2:12][NH:11][CH:10]([C:14](=[O:16])[NH2:15])[CH2:9]1)=[O:7])([CH3:4])([CH3:3])[CH3:2].[CH:17](=O)[C:18]1[CH:23]=[CH:22][CH:21]=[CH:20][CH:19]=1.C(O[BH-](OC(=O)C)OC(=O)C)(=O)C.[Na+].ClCCl>ClCCCl>[CH2:17]([N:11]1[CH2:12][CH2:13][N:8]([C:6]([O:5][C:1]([CH3:4])([CH3:2])[CH3:3])=[O:7])[CH2:9][CH:10]1[C:14](=[O:16])[NH2:15])[C:18]1[CH:23]=[CH:22][CH:21]=[CH:20][CH:19]=1 |f:2.3|. Procedure details: A solution of (RS)-1-(tert-butyloxycarbonyl)-3-carbamoylpiperazine (ref Bruce et al. Syn. Comm. 1995, 2673-84) (25 g, 0.109 mol) and benzaldehyde (11.1 ml, 0.109 mol) in 1,2-dichloroethane (550 ml) was stirred at room temperature for 1.5 h. Sodium triacetoxyborohydride (34.7 g, 0.163 mol) was added in one portion and the resultant stirred for a further 18 h. Dichloromethane (400 ml) was added and the mixture washed with saturated sodium hydrogen carbonate (600 ml). The organic layer was dried (N... Reactants: COC([C@H](COC1=CC(=C(C=C1)C#N)F)C)=O ((S)-3-(4-Cyano-3-fluoro-phenoxy)-2-methyl-propionic acid methyl ester), [H][H] (hydrogen), Cl (hydrochloric acid). The reagents and catalysts are [OH-].[OH-].[Pd+2] (palladium hydroxide on carbon). Run in CO (methanol). The product is Cl.COC([C@H](COC1=CC(=C(C=C1)CN)F)C)=O ((S)-3-(4-Aminomethyl-3-fluoro-phenoxy)-2-methyl-propionic acid methyl ester hydrochloride). Isolated yield 95.0%. Reaction SMILES: [CH3:1][O:2][C:3](=[O:17])[C@@H:4]([CH3:16])[CH2:5][O:6][C:7]1[CH:12]=[CH:11][C:10]([C:13]#[N:14])=[C:9]([F:15])[CH:8]=1.[H][H].[ClH:20]>CO.[OH-].[OH-].[Pd+2]>[ClH:20].[CH3:1][O:2][C:3](=[O:17])[C@@H:4]([CH3:16])[CH2:5][O:6][C:7]1[CH:12]=[CH:11][C:10]([CH2:13][NH2:14])=[C:9]([F:15])[CH:8]=1 |f:4.5.6,7.8|. Reported procedure: (S)-3-(4-Cyano-3-fluoro-phenoxy)-2-methyl-propionic acid methyl ester (0.14 g) was shaken on a Parr shaker under 50 psi hydrogen for 16 h, using palladium hydroxide on carbon (0.01 g, 30% Pd by wt) in anhydrous methanol (20 mL) and concentrated hydrochloric acid (0.5 mL). The reaction mixture was filtered through sintered glass, and solvents removed in vacuo to afford 0.18 g of a white solid (95% yield). Reactants: N1C(=NC=C1)CCOC=1C(=NC=C(C(=O)OC)C1)I (methyl 5-(2-(1H-imidazol-2-yl)ethoxy)-6-iodonicotinate), C1=CC=C2C(=C1)C(=O)C(C2=O)(O)O (Ninhydrin), C([O-])([O-])=O.[K+].[K+] (potassium carbonate), O (water). Reagents/catalysts: [Cu-]=O (Copper(I) oxide). The solvent is CS(=O)C (dimethyl sulfoxide). Conditions: temperature 110 celsius. The product is N1=CC(=CC=2OCCC=3N(C21)C=CN3)C(=O)OC (Methyl 6,7-dihydroimidazo[1,2-d]pyrido[3,2-b][1,4]oxazepine-3-carboxylate). Reaction SMILES: [NH:1]1[CH:5]=[CH:4][N:3]=[C:2]1[CH2:6][CH2:7][O:8][C:9]1[C:10](I)=[N:11][CH:12]=[C:13]([CH:18]=1)[C:14]([O:16][CH3:17])=[O:15].C1C=C2C(C(O)(O)C(=O)C2=CC=1)=O.C(=O)([O-])[O-].[K+].[K+].O>CS(C)=O.[Cu-]=O>[N:11]1[C:10]2[N:3]3[CH:4]=[CH:5][N:1]=[C:2]3[CH2:6][CH2:7][O:8][C:9]=2[CH:18]=[C:13]([C:14]([O:16][CH3:17])=[O:15])[CH:12]=1 |f:2.3.4|. Procedure: A mixture of methyl 5-(2-(1H-imidazol-2-yl)ethoxy)-6-iodonicotinate (373 mg, 1.00 mmol), Copper(I) oxide (14.3 mg, 0.10 mmol), Ninhydrin (35.6 mg, 0.20 mmol) and potassium carbonate (290 mg, 2.10 mmol) in dimethyl sulfoxide (10.0 mL) was heated at 110° C. for 2 hours. The mixture was poured into 20 ml of water and extracted with ethyl acetate (3×15 ml). The organic extracts were washed with water (3×15 ml), brine, dried over MgSO4 and concentrated. The residue (0.220 g, 90%) was used without fur... The reactants are C(C)(=O)C(CC=CC(=O)OCC)C(=O)OCC (diethyl 5-acetylhex-2-enedioate), [N+](=O)([O-])C1=CC=C(C=C1)\C=C\[N+](=O)[O-] (1-nitro-4-((E)-2-nitrovinyl)benzene). The reagents and catalysts are catalyst VI. Solvent: C(C)OCC (diethyl ether). Conditions: time 24 hour. Product: C(C)OC(=O)C[C@H]1[C@H]([C@@H]([C@@](C1)(C(=O)OCC)C(C)=O)C1=CC=C(C=C1)[N+](=O)[O-])[N+](=O)[O-] ((1R,2R,3R,4S)-ethyl 4-((ethoxycarbonyl)methyl)-1-acetyl-3-nitro-2-(4-nitrophenyl)cyclopentanecarboxylate). Yield: 81.0%. As a reaction SMILES: [C:1]([CH:4]([C:13]([O:15][CH2:16][CH3:17])=[O:14])[CH2:5][CH:6]=[CH:7][C:8]([O:10][CH2:11][CH3:12])=[O:9])(=[O:3])[CH3:2].[N+:18]([C:21]1[CH:26]=[CH:25][C:24](/[CH:27]=[CH:28]/[N+:29]([O-:31])=[O:30])=[CH:23][CH:22]=1)([O-:20])=[O:19]>C(OCC)C>[CH2:11]([O:10][C:8]([CH2:7][C@@H:6]1[CH2:5][C@@:4]([C:1](=[O:3])[CH3:2])([C:13]([O:15][CH2:16][CH3:17])=[O:14])[C@@H:27]([C:24]2[CH:23]=[CH:22][C:21]([N+:18]([O-:20])=[O:19])=[CH:26][CH:25]=2)[C@@H:28]1[N+:29]([O-:31])=[O:30])=[O:9])[CH3:12]. Procedure: To a solution of diethyl 5-acetylhex-2-enedioate (4a, 0.3 mmol, 1.0 eq) and 1-nitro-4-((E)-2-nitrovinyl)benzene (0.6 mmol, 2.0 eq) in diethyl ether (0.4 mL) was added catalyst VI (Q-NH2) (0.06 mmol, 0.2 eq) at room temperature (22° C.). The resulting mixture was stirred vigorously for 24 hours, then the reaction was continued for about 6 hours after removal of the solvent. After the reaction was completed (monitored by TLC and crude NMR), the title product was afforded by flash chromatography ov... Starting materials: O=C([O-])[O-], CCOC(C)=O, CI, [K+], [K+], CN(C)C=O, O=S(=O)(NCC1(c2ccccc2)CC1COCc1ccccc1)c1ccccc1. Yields the product CN(CC1(c2ccccc2)CC1COCc1ccccc1)S(=O)(=O)c1ccccc1. RXN SMILES: [C:32](=[O:33])([O-:34])[O-:35].[CH3:43][CH2:44][O:45][C:46]([CH3:47])=[O:48].[I:1][CH3:2].[K+:36].[K+:37].[O:38]=[CH:39][N:40]([CH3:41])[CH3:42].[c:3]1([C:9]2([CH2:21][NH:22][S:23](=[O:24])(=[O:25])[c:26]3[cH:27][cH:28][cH:29][cH:30][cH:31]3)[CH:10]([CH2:12][O:13][CH2:14][c:15]3[cH:16][cH:17][cH:18][cH:19][cH:20]3)[CH2:11]2)[cH:4][cH:5][cH:6][cH:7][cH:8]1>>[c:3]1([C:9]2([CH2:21][N:22]([S:23](=[O:24])(=[O:25])[c:26]3[cH:27][cH:28][cH:29][cH:30][cH:31]3)[CH3:32])[CH:10]([CH2:12][O:13][CH2:14][c:15]3[cH:16][cH:17][cH:18][cH:19][cH:20]3)[CH2:11]2)[cH:4][cH:5][cH:6][cH:7][cH:8]1.